describe an organic reaction: reactants, conditions, products, and yield From a dataset of the Open Reaction Database (ORD), a public repository of structured organic reaction records. Starting materials: ClCCl, C=C(C)OC, O=C(O)C(=NO)c1csc(NC(c2ccccc2)(c2ccccc2)c2ccccc2)n1. The product is COC(C)(C)ON=C(C(=O)O)c1csc(NC(c2ccccc2)(c2ccccc2)c2ccccc2)n1. Reaction SMILES: [CH2:37]([Cl:38])[Cl:39].[CH3:32][O:33][C:34](=[CH2:35])[CH3:36].[OH:1][N:2]=[C:3]([C:4](=[O:5])[OH:6])[c:7]1[n:8][c:9]([NH:12][C:13]([c:14]2[cH:15][cH:16][cH:17][cH:18][cH:19]2)([c:20]2[cH:21][cH:22][cH:23][cH:24][cH:25]2)[c:26]2[cH:27][cH:28][cH:29][cH:30][cH:31]2)[s:10][cH:11]1>>[O:1]([N:2]=[C:3]([C:4](=[O:5])[OH:6])[c:7]1[n:8][c:9]([NH:12][C:13]([c:14]2[cH:15][cH:16][cH:17][cH:18][cH:19]2)([c:20]2[cH:21][cH:22][cH:23][cH:24][cH:25]2)[c:26]2[cH:27][cH:28][cH:29][cH:30][cH:31]2)[s:10][cH:11]1)[C:34]([O:33][CH3:32])([CH3:35])[CH3:36]. Product: CN(C)C=Cc1nn2c(Cl)ccc2c(=O)n1Cc1ccccc1. Reactants: Cc1nn2c(Cl)ccc2c(=O)n1Cc1ccccc1, COC(OC)N(C)C, [Mg+2], O=S(=O)([O-])[O-], CN(C)C=O, O. As a reaction SMILES: [CH2:1]([c:2]1[cH:3][cH:4][cH:5][cH:6][cH:7]1)[n:8]1[c:9]([CH3:19])[n:10][n:11]2[c:12]([c:13]1=[O:14])[cH:15][cH:16][c:17]2[Cl:18].[CH3:20][O:21][CH:22]([N:23]([CH3:24])[CH3:25])[O:26][CH3:27].[Mg+2:28].[O-:29][S:30]([O-:31])(=[O:32])=[O:33].[O:35]=[CH:36][N:37]([CH3:38])[CH3:39].[OH2:34]>>[CH2:1]([c:2]1[cH:3][cH:4][cH:5][cH:6][cH:7]1)[n:8]1[c:9]([CH:19]=[CH:22][N:23]([CH3:24])[CH3:25])[n:10][n:11]2[c:12]([c:13]1=[O:14])[cH:15][cH:16][c:17]2[Cl:18]. The reactants are CC=1NC=C(N1)C(F)(F)F (2-methyl-4-(trifluoromethyl)-1H-imidazole), CC1(COC1)C=O (3-methyloxetane-3-carbaldehyde). Yields the product CC1(COC1)C=1NC=C(N1)C(F)(F)F (2-(3-Methyloxetan-3-yl)-4-(trifluoromethyl)-1H-imidazole). Reaction SMILES: CC1[NH:3][CH:4]=[C:5]([C:7]([F:10])([F:9])[F:8])[N:6]=1.[CH3:11][C:12]1([CH:16]=O)[CH2:15][O:14][CH2:13]1>>[CH3:11][C:12]1([C:16]2[NH:3][CH:4]=[C:5]([C:7]([F:10])([F:9])[F:8])[N:6]=2)[CH2:15][O:14][CH2:13]1. Reported procedure: The title compound was prepared using standard chemical manipulations and procedures similar to those used for the preparation of compound 16.2, except 3-methyloxetane-3-carbaldehyde was used in place of acetaldehyde. m/z (ES+) 207(M+H)+. Reactants: C([O-])(O)=O.[Na+] (sodium bicarbonate), C[O-].[Na+] (sodium methylate), C(C)(=O)OCCNC(=O)NC=1C=CC2=C(C(=NCC(N2C)=O)C2=C(C=CC=C2)F)C1 (2-[3-[5-(o-fluorophenyl)-2,3-dihydro-1-methyl-2-oxo-1H-1,4-benzodiazepin-7-yl]ureido]ethyl acetate). The reagents and catalysts are C(C)(=O)O (acetic acid). Solvent: CO (methanol), C(Cl)Cl (methylene chloride). Product: FC1=C(C=CC=C1)C1=NCC(N(C2=C1C=C(C=C2)NC(=O)NCCO)C)=O (1-[5-(o-fluorophenyl)-2,3-dihydro-1-methyl-2-oxo-1H-1,4-benzodiazepin-7-yl]-3-(2-hydroxyethyl)urea). RXN SMILES: C([O:4][CH2:5][CH2:6][NH:7][C:8]([NH:10][C:11]1[CH:12]=[CH:13][C:14]2[N:20]([CH3:21])[C:19](=[O:22])[CH2:18][N:17]=[C:16]([C:23]3[CH:28]=[CH:27][CH:26]=[CH:25][C:24]=3[F:29])[C:15]=2[CH:30]=1)=[O:9])(=O)C.C[O-].[Na+].C(=O)(O)[O-].[Na+]>CO.C(O)(=O)C.C(Cl)Cl>[F:29][C:24]1[CH:25]=[CH:26][CH:27]=[CH:28][C:23]=1[C:16]1[C:15]2[CH:30]=[C:11]([NH:10][C:8]([NH:7][CH2:6][CH2:5][OH:4])=[O:9])[CH:12]=[CH:13][C:14]=2[N:20]([CH3:21])[C:19](=[O:22])[CH2:18][N:17]=1 |f:1.2,3.4|. Procedure: 20 mg (0.048 mM) of 2-[3-[5-(o-fluorophenyl)-2,3-dihydro-1-methyl-2-oxo-1H-1,4-benzodiazepin-7-yl]ureido]ethyl acetate are dissolved in 2 ml of absolute methanol and stirred at 30°-40° C. for 1 hour with 13 mg of sodium methylate. The mixture is then buffered with a few drops of glacial acetic acid, diluted with methylene chloride, treated with 10% sodium bicarbonate solution and extracted several times with methylene chloride. The organic phases are combined, dried over sodium sulphate, filtere... Starting materials: OC1=CC=NC=C1 (4-hydroxypyridine), BrCCCCN1C(C=2C(C1=O)=CC=CC2)=O (N-(4bromobutyl)phthalimide), C1CCC2=NCCCN2CC1 (1,8-diazabicyclo[5.4.0]-7-undecene). Solvent: CN(C)C=O (DMF). Run at time 7 hour. Product: C1(C=2C(C(N1CCCCOC1=CC=NC=C1)=O)=CC=CC2)=O (4-(4-phthalimidobutyloxy)pyridine). Isolated yield 17.8%. Reaction SMILES: [OH:1][C:2]1[CH:7]=[CH:6][N:5]=[CH:4][CH:3]=1.Br[CH2:9][CH2:10][CH2:11][CH2:12][N:13]1[C:17](=[O:18])[C:16]2=[CH:19][CH:20]=[CH:21][CH:22]=[C:15]2[C:14]1=[O:23].C1CCN2C(=NCCC2)CC1>CN(C=O)C>[C:14]1(=[O:23])[N:13]([CH2:12][CH2:11][CH2:10][CH2:9][O:1][C:2]2[CH:7]=[CH:6][N:5]=[CH:4][CH:3]=2)[C:17](=[O:18])[C:16]2=[CH:19][CH:20]=[CH:21][CH:22]=[C:15]12. Reported procedure: To a solution of 4.76 g (50 mmol) of 4-hydroxypyridine and 15.52 g (55 mmol) of N-(4bromobutyl)phthalimide in 80 ml of DMF was added 8.23 ml (5 mmol) of 1,8-diazabicyclo[5.4.0]-7-undecene. The mixture was stirred at room temperature for 7 hours. After the solvent was distilled off, the mixture was poured into water and extracted with ethyl acetate. The mixture was washed with water and dried over anhydrous magnesium sulfate, and the solvent was distilled off. The residue was purified by column c...